Dataset: the Open Reaction Database (ORD), a public repository of structured organic reaction records. Task: describe an organic reaction: reactants, conditions, products, and yield The product is O=C(Cc1ccc(Cl)cc1)c1cccs1. Starting materials: O=C(O)Cc1ccc(Cl)cc1, O=C(OC(=O)C(F)(F)F)C(F)(F)F, [Na+], [Na+], O=C([O-])[O-], O, c1ccsc1. Reaction SMILES: [Cl:1][c:2]1[cH:3][cH:4][c:5]([CH2:8][C:9](=[O:10])[OH:11])[cH:6][cH:7]1.[F:17][C:18]([F:19])([F:20])[C:21]([O:22][C:23](=[O:24])[C:25]([F:26])([F:27])[F:28])=[O:29].[Na+:30].[Na+:31].[O-:32][C:33](=[O:34])[O-:35].[OH2:36].[cH:12]1[cH:13][cH:14][s:15][cH:16]1>>[Cl:1][c:2]1[cH:3][cH:4][c:5]([CH2:8][C:9](=[O:11])[c:14]2[cH:13][cH:12][cH:16][s:15]2)[cH:6][cH:7]1.